Dataset: the Open Reaction Database (ORD), a public repository of structured organic reaction records. Task: describe an organic reaction: reactants, conditions, products, and yield Starting materials: FC1=CC=C(C(=O)C2=CC=C(C=C2)[N+](=O)[O-])C=C1 (4-(4-fluorobenzoyl)-nitrobenzene), N1CCOCC1 (morpholine), C([O-])([O-])=O.[K+].[K+] (potassium carbonate). The solvent is CS(=O)C (dimethyl sulfoxide), O (water). Reaction conditions: temperature 105 celsius. Yields the product O1CCN(CC1)C1=CC=C(C(=O)C2=CC=C(C=C2)[N+](=O)[O-])C=C1 (4-(4-morpholinobenzoyl)-nitrobenzene). The yield is 91.3%. Reaction SMILES: F[C:2]1[CH:18]=[CH:17][C:5]([C:6]([C:8]2[CH:13]=[CH:12][C:11]([N+:14]([O-:16])=[O:15])=[CH:10][CH:9]=2)=[O:7])=[CH:4][CH:3]=1.[NH:19]1[CH2:24][CH2:23][O:22][CH2:21][CH2:20]1.C(=O)([O-])[O-].[K+].[K+]>CS(C)=O.O>[O:22]1[CH2:23][CH2:24][N:19]([C:2]2[CH:18]=[CH:17][C:5]([C:6]([C:8]3[CH:13]=[CH:12][C:11]([N+:14]([O-:16])=[O:15])=[CH:10][CH:9]=3)=[O:7])=[CH:4][CH:3]=2)[CH2:20][CH2:21]1 |f:2.3.4|. Procedure details: A mixture containing 4-(4-fluorobenzoyl)-nitrobenzene (1.96 9, 8 mmol), morpholine (0.84 g, 9.6 mmol), and potassium carbonate (1.33 g, 9.6 mmol) in dimethyl sulfoxide (15 mL) was heated to 100-110° C. for 12 hours. The reaction mixture was cooled to room temperature and diluted with cold water, and filtered. The crude product was washed several times with water and dried to give 4-(4-morpholinobenzoyl)-nitrobenzene (2.28 g, 91%), m.p. 173-175° C., and was used in the next step without further p... The reactants are COCc1nc(I)cn1CCNC(=O)OC(C)(C)C, ClCCl, Cl, C1COCCO1. The product is Cl, COCc1nc(I)cn1CCN. As a reaction SMILES: [C:1]([O:2][C:3](=[O:4])[NH:7][CH2:8][CH2:9][n:10]1[c:11]([CH2:16][O:17][CH3:18])[n:12][c:13]([I:15])[cH:14]1)([CH3:5])([CH3:6])[CH3:19].[Cl:27][CH2:28][Cl:29].[ClH:20].[O:21]1[CH2:22][CH2:23][O:24][CH2:25][CH2:26]1>>[ClH:20].[NH2:7][CH2:8][CH2:9][n:10]1[c:11]([CH2:16][O:17][CH3:18])[n:12][c:13]([I:15])[cH:14]1. Reactants: C=CCBr, [K+], [K+], O=C([O-])[O-], CN(C)C=O, COc1ccc(C=O)cc1O. The product is C=CCOc1cc(C=O)ccc1OC. As a reaction SMILES: [CH2:12]([CH:13]=[CH2:14])[Br:15].[K+:16].[K+:17].[O-:18][C:19]([O-:20])=[O:21].[O:22]=[CH:23][N:24]([CH3:25])[CH3:26].[OH:1][c:2]1[cH:3][c:4]([CH:5]=[O:6])[cH:7][cH:8][c:9]1[O:10][CH3:11]>>[O:1]([c:2]1[cH:3][c:4]([CH:5]=[O:6])[cH:7][cH:8][c:9]1[O:10][CH3:11])[CH2:14][CH:13]=[CH2:12]. Reactants: O=C([O-])[O-], ClC(Cl)Cl, [K+], [K+], O=C(Cl)c1ccc([N+](=O)[O-])cc1, O, NC1CCN(c2ccccc2)C1. Yields the product O=C(NC1CCN(c2ccccc2)C1)c1ccc([N+](=O)[O-])cc1. RXN SMILES: [C:25](=[O:26])([O-:27])[O-:28].[CH:31]([Cl:32])([Cl:33])[Cl:34].[K+:29].[K+:30].[N+:1](=[O:2])([O-:3])[c:4]1[cH:5][cH:6][c:7]([C:8](=[O:9])[Cl:10])[cH:11][cH:12]1.[OH2:35].[c:13]1([N:19]2[CH2:20][CH:21]([NH2:24])[CH2:22][CH2:23]2)[cH:14][cH:15][cH:16][cH:17][cH:18]1>>[N+:1](=[O:2])([O-:3])[c:4]1[cH:5][cH:6][c:7]([C:8](=[O:9])[NH:24][CH:21]2[CH2:20][N:19]([c:13]3[cH:14][cH:15][cH:16][cH:17][cH:18]3)[CH2:23][CH2:22]2)[cH:11][cH:12]1.